From a dataset of the Open Reaction Database (ORD), a public repository of structured organic reaction records. describe an organic reaction: reactants, conditions, products, and yield Starting materials: BrC1=CC=C(C=C1)CCC(=O)N1CCOCC1 (4-[3-(4-bromophenyl)propanoyl]morpholine), CSC (dimethylsulfide), C(C)OCC (diethyl ether), Cl (HCl). Run in C1CCOC1 (THF). Run at time 24 hour. Yields the product BrC1=CC=C(C=C1)CCCN1CCOCC1 (4-[3-(4-bromophenyl)propyl]morpholine). Isolated yield 78.0%. Reaction SMILES: [Br:1][C:2]1[CH:7]=[CH:6][C:5]([CH2:8][CH2:9][C:10]([N:12]2[CH2:17][CH2:16][O:15][CH2:14][CH2:13]2)=O)=[CH:4][CH:3]=1.CSC.C(OCC)C.Cl>C1COCC1>[Br:1][C:2]1[CH:7]=[CH:6][C:5]([CH2:8][CH2:9][CH2:10][N:12]2[CH2:13][CH2:14][O:15][CH2:16][CH2:17]2)=[CH:4][CH:3]=1. Procedure: A solution of Example 4B (760 mg, 2.550 mmol) in THF (10 mL) at room temperature was treated with 5M BH3/dimethylsulfide in diethyl ether (2.55 mL, 12.752 mmol), stirred for 24 hours, treated with 3N aqueous HCl (10 mL), heated to reflux for 1 hour, and partitioned between ethyl acetate and 1N NaOH. The aqueous layer was extracted with ethyl acetate (3×50 mL) and the combined extracts were dried (MgSO4), filtered, and concentrated. The concentrate was purified by flash column chromatography on s... The reactants are Brc1ccc(-c2csc(NCC3CC3)n2)cc1, CC(C)(C)OC(=O)N1CCc2ccc(Cl)c(CS)c2CC1, CCN(C(C)C)C(C)C, C1COCCO1, O=C(C=Cc1ccccc1)C=Cc1ccccc1, O=C(C=Cc1ccccc1)C=Cc1ccccc1, O=C(C=Cc1ccccc1)C=Cc1ccccc1, [Pd], [Pd]. Product: CC(C)(C)OC(=O)N1CCc2ccc(Cl)c(CSc3ccc(-c4csc(NCC5CC5)n4)cc3)c2CC1. As a reaction SMILES: [Br:22][c:23]1[cH:24][cH:25][c:26](-[c:29]2[n:30][c:31]([NH:34][CH2:35][CH:36]3[CH2:37][CH2:38]3)[s:32][cH:33]2)[cH:27][cH:28]1.[C:1]([CH3:2])([CH3:3])([CH3:4])[O:5][C:6](=[O:7])[N:8]1[CH2:9][CH2:10][c:11]2[c:12]([c:15]([CH2:20][SH:21])[c:16]([Cl:19])[cH:17][cH:18]2)[CH2:13][CH2:14]1.[CH:39]([N:40]([CH:41]([CH3:42])[CH3:43])[CH2:44][CH3:45])([CH3:46])[CH3:47].[O:48]1[CH2:49][CH2:50][O:51][CH2:52][CH2:53]1.[O:56]=[C:57]([CH:58]=[CH:59][c:60]1[cH:61][cH:62][cH:63][cH:64][cH:65]1)[CH:66]=[CH:67][c:68]1[cH:69][cH:70][cH:71][cH:72][cH:73]1.[O:74]=[C:75]([CH:76]=[CH:77][c:78]1[cH:79][cH:80][cH:81][cH:82][cH:83]1)[CH:84]=[CH:85][c:86]1[cH:87][cH:88][cH:89][cH:90][cH:91]1.[O:92]=[C:93]([CH:94]=[CH:95][c:96]1[cH:97][cH:98][cH:99][cH:100][cH:101]1)[CH:102]=[CH:103][c:104]1[cH:105][cH:106][cH:107][cH:108][cH:109]1.[Pd:54].[Pd:55]>>[C:1]([CH3:2])([CH3:3])([CH3:4])[O:5][C:6](=[O:7])[N:8]1[CH2:9][CH2:10][c:11]2[c:12]([c:15]([CH2:20][S:21][c:23]3[cH:24][cH:25][c:26](-[c:29]4[n:30][c:31]([NH:34][CH2:35][CH:36]5[CH2:37][CH2:38]5)[s:32][cH:33]4)[cH:27][cH:28]3)[c:16]([Cl:19])[cH:17][cH:18]2)[CH2:13][CH2:14]1.